This data is from the Open Reaction Database (ORD), a public repository of structured organic reaction records. The task is: describe an organic reaction: reactants, conditions, products, and yield The reactants are O=C1N(C=C(N1)C1=CC=CC=C1)C1CCN(CC1)C(=O)O[C@@H]1C(N(C2=C(C(=N1)C1=CC=CC=C1)C=CC=C2)CC(F)(F)F)=O ((3R)-2-oxo-5-phenyl-1-(2,2,2-trifluoroethyl)-2,3-dihydro-1H-1,4-benzodiazepin-3-yl 4-(2-oxo-4-phenyl-2,3-dihydro-1H-imidazol-1-yl)piperidine-1-carboxylate), Cl.COC=1C=C(C=CC1)C=1NC(N(C1)C1CCNCC1)=O (4-(3-methoxyphenyl)-1-piperidin-4-yl-1,3-dihydro-2H-imidazol-2-one hydrochloride). Yields the product O=C1N(C=C(N1)C1=CC(=CC=C1)OC)C1CCN(CC1)C(=O)O[C@@H]1C(N(C2=C(C(=N1)C1=CC=CC=C1)C=CC=C2)CC(F)(F)F)=O ((3R)-2-Oxo-5-phenyl-1-(2,2,2-trifluoroethyl)-2,3-dihydro-1H-1,4-benzodiazepin-3-yl 4-[2-oxo-4-(3-methoxyphenyl)-2,3-dihydro-1H-imidazol-1-yl]piperidine-1-carboxylate). As a reaction SMILES: [O:1]=[C:2]1[NH:6][C:5]([C:7]2[CH:12]=[CH:11][CH:10]=[CH:9][CH:8]=2)=[CH:4][N:3]1[CH:13]1[CH2:18][CH2:17][N:16]([C:19]([O:21][C@H:22]2[N:28]=[C:27]([C:29]3[CH:34]=[CH:33][CH:32]=[CH:31][CH:30]=3)[C:26]3[CH:35]=[CH:36][CH:37]=[CH:38][C:25]=3[N:24]([CH2:39][C:40]([F:43])([F:42])[F:41])[C:23]2=[O:44])=[O:20])[CH2:15][CH2:14]1.Cl.[CH3:46][O:47]C1C=C(C2NC(=O)N(C3CCNCC3)C=2)C=CC=1>>[O:1]=[C:2]1[NH:6][C:5]([C:7]2[CH:12]=[CH:11][CH:10]=[C:9]([O:47][CH3:46])[CH:8]=2)=[CH:4][N:3]1[CH:13]1[CH2:18][CH2:17][N:16]([C:19]([O:21][C@H:22]2[N:28]=[C:27]([C:29]3[CH:34]=[CH:33][CH:32]=[CH:31][CH:30]=3)[C:26]3[CH:35]=[CH:36][CH:37]=[CH:38][C:25]=3[N:24]([CH2:39][C:40]([F:43])([F:42])[F:41])[C:23]2=[O:44])=[O:20])[CH2:15][CH2:14]1 |f:1.2|. Reported procedure: The title compound was prepared in the same way as (3R)-2-oxo-5-phenyl-1-(2,2,2-trifluoroethyl)-2,3-dihydro-1H-1,4-benzodiazepin-3-yl 4-(2-oxo-4-phenyl-2,3-dihydro-1H-imidazol-1-yl)piperidine-1-carboxylate, except using 4-(3-methoxyphenyl)-1-piperidin-4-yl-1,3-dihydro-2H-imidazol-2-one hydrochloride in place of 4-phenyl-1-piperidin-4-yl-1,3-dihydro-2H-imidazol-2-one hydrochloride. MS 634.2266 (M+1) Starting materials: CC(C)(C)OC(=O)C(N)C(C)(C)C, CCOC(C)=O, Cl, O=CCN1C(=O)c2ccccc2C1=O, C1CCOC1. Product: CC(C)(C)OC(=O)C(NCCN1C(=O)c2ccccc2C1=O)C(C)(C)C. As a reaction SMILES: [C:16]([CH3:17])([CH3:18])([CH3:19])[O:20][C:21]([CH:22]([NH2:23])[C:24]([CH3:25])([CH3:26])[CH3:27])=[O:28].[CH3:34][CH2:35][O:36][C:37](=[O:38])[CH3:39].[ClH:15].[O:1]=[C:2]1[N:3]([CH2:12][CH:13]=[O:14])[C:4](=[O:11])[c:5]2[cH:6][cH:7][cH:8][cH:9][c:10]21.[O:29]1[CH2:30][CH2:31][CH2:32][CH2:33]1>>[O:1]=[C:2]1[N:3]([CH2:12][CH2:13][NH:23][CH:22]([C:21]([O:20][C:16]([CH3:17])([CH3:18])[CH3:19])=[O:28])[C:24]([CH3:25])([CH3:26])[CH3:27])[C:4](=[O:11])[c:5]2[cH:6][cH:7][cH:8][cH:9][c:10]21. The solvent is O (water), O (H2O). Run at time 24 hour. The reactants are C(C)O\C=C/C1=CC(=NC(=N1)C(F)(F)F)NC1CCN(CC1)C(=O)OC(C)(C)C (tert-butyl 4-{[6-[(Z)-2-ethoxyvinyl]-2-(trifluoromethyl)pyrimidin-4-yl]amino}piperidine-1-carboxylate), O1CCOCC1 (1,4-dioxane), I(=O)(=O)(=O)[O-].[Na+] (sodium periodate). The reagents and catalysts are [Os](=O)(=O)(=O)=O (osmium tetraoxide). Reported procedure: tert-Butyl 4-{[6-[(Z)-2-ethoxyvinyl]-2-(trifluoromethyl)pyrimidin-4-yl]amino}piperidine-1-carboxylate (0.80 g, 1.9 mmol, from Step 2) was dissolved in 1,4-dioxane (56 mL) and water (14 mL), then sodium periodate (1.2 g, 5.8 mmol) was added followed by osmium tetraoxide (4 wt % in water, 0.424 mL, 0.0666 mmol). After stirring for 24 hours, the reaction mixture was partitioned between water and EtOAc, the phases were separated and the aqueous phase was extracted with additional EtOAc. The combined... The product is C(=O)C1=CC(=NC(=N1)C(F)(F)F)NC1CCN(CC1)C(=O)OC(C)(C)C (tert-butyl 4-{[6-formyl-2-(trifluoromethyl)pyrimidin-4-yl]amino}piperidine-1-carboxylate). As a reaction SMILES: C(O/C=C\[C:6]1[N:11]=[C:10]([C:12]([F:15])([F:14])[F:13])[N:9]=[C:8]([NH:16][CH:17]2[CH2:22][CH2:21][N:20]([C:23]([O:25][C:26]([CH3:29])([CH3:28])[CH3:27])=[O:24])[CH2:19][CH2:18]2)[CH:7]=1)C.I([O-])(=O)(=O)=O.[Na+].[O:36]1CCOC[CH2:37]1>O.[Os](=O)(=O)(=O)=O>[CH:37]([C:6]1[N:11]=[C:10]([C:12]([F:15])([F:14])[F:13])[N:9]=[C:8]([NH:16][CH:17]2[CH2:18][CH2:19][N:20]([C:23]([O:25][C:26]([CH3:29])([CH3:28])[CH3:27])=[O:24])[CH2:21][CH2:22]2)[CH:7]=1)=[O:36] |f:1.2|. The reactants are COC(=O)C(O)C(N)Cc1ccccc1, Cl, O. The product is NC(Cc1ccccc1)C(O)C(=O)O. As a reaction SMILES: [CH3:2][O:3][C:4]([CH:5]([CH:6]([CH2:7][c:8]1[cH:9][cH:10][cH:11][cH:12][cH:13]1)[NH2:14])[OH:15])=[O:16].[ClH:1].[OH2:17]>>[O:3]=[C:4]([CH:5]([CH:6]([CH2:7][c:8]1[cH:9][cH:10][cH:11][cH:12][cH:13]1)[NH2:14])[OH:15])[OH:16]. Reactants: Cl.COC([C@@H](NC([C@@H](N)C(C)C)=O)CC1=CC=C(C=C1)O)=O (valyltyrosine methyl ester hydrochloride), C(C)(C)(C)OC(=O)N([C@@H](CCCNC(N)=N)C(=O)O)[N+](=O)[O-] (t-butoxycarbonylnitroarginine), ClC(=O)OCC(C)C (isobutyl chloroformate), CN1CCOCC1 (N-methylmorpholine). Solvent: C(Cl)Cl (methylene chloride). Run at temperature -70 celsius, time 5 minute. Yields the product COC([C@@H](NC([C@@H](NC([C@@H](N([N+](=O)[O-])C(=O)OC(C)(C)C)CCCNC(N)=N)=O)C(C)C)=O)CC1=CC=C(C=C1)O)=O (t-butoxycarbonylnitroarginylvalyltyrosine methyl ester). RXN SMILES: [C:1]([O:5][C:6]([N:8]([N+:20]([O-:22])=[O:21])[C@H:9]([C:17]([OH:19])=O)[CH2:10][CH2:11][CH2:12][NH:13][C:14](=[NH:16])[NH2:15])=[O:7])([CH3:4])([CH3:3])[CH3:2].CN1CCOCC1.ClC(OCC(C)C)=O.Cl.[CH3:39][O:40][C:41](=[O:59])[C@H:42]([CH2:51][C:52]1[CH:57]=[CH:56][C:55]([OH:58])=[CH:54][CH:53]=1)[NH:43][C:44](=[O:50])[C@H:45]([CH:47]([CH3:49])[CH3:48])[NH2:46]>C(Cl)Cl>[CH3:39][O:40][C:41](=[O:59])[C@H:42]([CH2:51][C:52]1[CH:57]=[CH:56][C:55]([OH:58])=[CH:54][CH:53]=1)[NH:43][C:44](=[O:50])[C@H:45]([CH:47]([CH3:49])[CH3:48])[NH:46][C:17](=[O:19])[C@H:9]([CH2:10][CH2:11][CH2:12][NH:13][C:14](=[NH:16])[NH2:15])[N:8]([C:6]([O:5][C:1]([CH3:2])([CH3:3])[CH3:4])=[O:7])[N+:20]([O-:22])=[O:21] |f:3.4|. Procedure: 21.5 g of t-butoxycarbonylnitroarginine is dissolved in 200 ml of methylene chloride. 15.0 ml of N-methylmorpholine is added to the solution. The solution is cooled to -70° C. 8.8 ml of isobutyl chloroformate is then added. The reaction mixture is warmed up to -15° C. and stirred for 5 minutes. The reaction mixture is again cooled to -70° C. 22.3 g of valyltyrosine methyl ester hydrochloride is added to the reaction mixture. The reaction mixture is allowed to warm to room temperature, and then i...